This data is from the Open Reaction Database (ORD), a public repository of structured organic reaction records. The task is: describe an organic reaction: reactants, conditions, products, and yield Reactants: NOCc1ccccc1, CC(C)CC(CC(=O)O)C(=O)NC1Cc2cn(c3ccccc23)CCCCCCNC1=O, CCN=C=NCCCN(C)C, CN(C)C=O. Product: CC(C)CC(CC(=O)NOCc1ccccc1)C(=O)NC1Cc2cn(c3ccccc23)CCCCCCNC1=O. RXN SMILES: [CH2:33]([c:34]1[cH:35][cH:36][cH:37][cH:38][cH:39]1)[O:40][NH2:41].[CH3:1][CH:2]([CH2:3][CH:4]([CH2:5][C:6](=[O:7])[OH:8])[C:9]([NH:10][CH:11]1[C:12](=[O:30])[NH:13][CH2:14][CH2:15][CH2:16][CH2:17][CH2:18][CH2:19][n:20]2[c:21]3[cH:22][cH:23][cH:24][cH:25][c:26]3[c:27]([cH:29]2)[CH2:28]1)=[O:31])[CH3:32].[CH3:42][CH2:43][N:44]=[C:45]=[N:46][CH2:47][CH2:48][CH2:49][N:50]([CH3:51])[CH3:52].[O:53]=[CH:54][N:55]([CH3:56])[CH3:57]>>[CH3:1][CH:2]([CH2:3][CH:4]([CH2:5][C:6](=[O:8])[NH:41][O:40][CH2:33][c:34]1[cH:35][cH:36][cH:37][cH:38][cH:39]1)[C:9]([NH:10][CH:11]1[C:12](=[O:30])[NH:13][CH2:14][CH2:15][CH2:16][CH2:17][CH2:18][CH2:19][n:20]2[c:21]3[cH:22][cH:23][cH:24][cH:25][c:26]3[c:27]([cH:29]2)[CH2:28]1)=[O:31])[CH3:32].